This data is from the Open Reaction Database (ORD), a public repository of structured organic reaction records. The task is: describe an organic reaction: reactants, conditions, products, and yield Yields the product BrC1=C(C(=O)OCC)C=CN=C1 (ethyl 3-bromoisonicotinate). As a reaction SMILES: [Br:1][C:2]1[CH:10]=[N:9][CH:8]=[CH:7][C:3]=1[C:4]([OH:6])=[O:5].S(=O)(=O)(O)O.[CH2:16](O)[CH3:17]>>[Br:1][C:2]1[CH:10]=[N:9][CH:8]=[CH:7][C:3]=1[C:4]([O:6][CH2:16][CH3:17])=[O:5]. Starting materials: BrC1=C(C(=O)O)C=CN=C1 (3-bromoisonicotinic acid), S(O)(O)(=O)=O (sulfuric acid), C(C)O (ethanol). Procedure: 3-bromoisonicotinic acid (3.0 g, 14.9 mmol) in ethanol (100 mL) was treated with concentrated sulfuric acid (5 mL). The mixture was brought to reflux at which time everything went into solution. After 12 hours at reflux, LCMS indicated that the reaction was complete. The reaction mixture was cooled to room temperature and concentrated on a rotary evaporator to a third of its original volume. The mixture was then diluted with 250 mL of ethyl acetate and washed twice with saturated aqueous sodium ... RXN SMILES: [Br:1][c:2]1[cH:3][c:4]2[cH:5][cH:6][nH:7][c:8]2[cH:9][c:10]1[F:11].[F:12][c:13]1[cH:14][cH:15][c:16]([I:19])[cH:17][cH:18]1>>[Br:1][c:2]1[cH:3][c:4]2[cH:5][cH:6][n:7](-[c:16]3[cH:15][cH:14][c:13]([F:12])[cH:18][cH:17]3)[c:8]2[cH:9][c:10]1[F:11]. Product: Fc1ccc(-n2ccc3cc(Br)c(F)cc32)cc1. Reactants: Fc1cc2[nH]ccc2cc1Br, Fc1ccc(I)cc1. As a reaction SMILES: [C:1]([C:3]([CH3:10])([CH2:6][CH2:7][CH2:8][CH3:9])[CH2:4][OH:5])#[N:2].[C:11]1([CH3:21])[CH:16]=[CH:15][C:14]([S:17](Cl)(=[O:19])=[O:18])=[CH:13][CH:12]=1.Cl>N1C=CC=CC=1>[C:11]1([CH3:21])[CH:16]=[CH:15][C:14]([S:17]([O:5][CH2:4][C:3]([C:1]#[N:2])([CH3:10])[CH2:6][CH2:7][CH2:8][CH3:9])(=[O:19])=[O:18])=[CH:13][CH:12]=1. Product: C1(=CC=C(C=C1)S(=O)(=O)OCC(CCCC)(C)C#N)C (2-cyano-2-methylhexyl p-toluenesulfonate). Run in N1=CC=CC=C1 (pyridine). Procedure: 535 mg (3.8 mM) of (+)-2-cyano-2-methylhexanol ([α]D26 +0.66 degree (c 1.823, ether)) and 911 mg (11.4 mM) of dry pyridine were stirred at room temperature, and 724 mg (3.8 mM) of p-toluenesulfonyl chloride was added thereto, followed by 7 hours of reaction. After the reaction, 3 ml of 2N-hydrochloric acid was added thereto, followed by extraction with diethyl ether. the resultant organic layer was washed with a small amount of 2N-hydrochloric acid and distilled water, followed by drying on sodi... Reactants: C1(=CC=C(C=C1)S(=O)(=O)Cl)C (p-toluenesulfonyl chloride), C(#N)C(CO)(CCCC)C ((+)-2-cyano-2-methylhexanol), Cl (hydrochloric acid). The yield is 66.8%. Reactants: [O-]C#N.[Na+] (sodium cyanate), CS(=O)(=O)O (methansulfonic acid), C(N)(OCC(CC1=CC=CC=C1)N)=O (2-amino-3-phenylpropyl carbamate). The solvent is ClCCl (dichloromethane). Product: NC(=O)NC(OCC(CC1=CC=CC=C1)N)=O (2-amino-3-phenylpropyl (aminocarbonyl)carbamate). RXN SMILES: [C:1](=[O:14])([O:3][CH2:4][CH:5]([NH2:13])[CH2:6][C:7]1[CH:12]=[CH:11][CH:10]=[CH:9][CH:8]=1)[NH2:2].[O-:15][C:16]#[N:17].[Na+].CS(O)(=O)=O>ClCCl>[NH2:17][C:16]([NH:2][C:1](=[O:14])[O:3][CH2:4][CH:5]([NH2:13])[CH2:6][C:7]1[CH:12]=[CH:11][CH:10]=[CH:9][CH:8]=1)=[O:15] |f:1.2|. Procedure: As shown in Scheme II, 2-amino-3-phenylpropyl carbamate (V) is reacted with sodium cyanate and methansulfonic acid in dichloromethane, to give 2-amino-3-phenylpropyl (aminocarbonyl)carbamate (VI). Starting materials: CC1CCCN1CCCCl, [K+], [K+], N#CC1(c2ccc(OCCCN3CCCC3)cc2)CCOCC1, O=C([O-])[O-], CN(C)C=O. Product: CC1CCCN1CCCOc1ccc(C2(C#N)CCOCC2)cc1. Reaction SMILES: [Cl:24][CH2:25][CH2:26][CH2:27][N:28]1[CH2:29][CH2:30][CH2:31][CH:32]1[CH3:33].[K+:34].[K+:35].[N:1]1([CH2:6][CH2:7][CH2:8][O:9][c:10]2[cH:11][cH:12][c:13]([C:16]3([C:22]#[N:23])[CH2:17][CH2:18][O:19][CH2:20][CH2:21]3)[cH:14][cH:15]2)[CH2:2][CH2:3][CH2:4][CH2:5]1.[O-:36][C:37]([O-:38])=[O:39].[O:40]=[CH:41][N:42]([CH3:43])[CH3:44]>>[N:1]1([CH2:6][CH2:7][CH2:8][O:9][c:10]2[cH:11][cH:12][c:13]([C:16]3([C:22]#[N:23])[CH2:17][CH2:18][O:19][CH2:20][CH2:21]3)[cH:14][cH:15]2)[CH:2]([CH3:25])[CH2:3][CH2:4][CH2:5]1.